This data is from the Open Reaction Database (ORD), a public repository of structured organic reaction records. The task is: describe an organic reaction: reactants, conditions, products, and yield Procedure details: The compound was obtained in analogous manner by reacting phenyl 4-chloro-3-nitrobenzenesulfonate with L-glutamic acid, melting point 140° C. (decomp.). Starting materials: ClC1=C(C=C(C=C1)S(=O)(=O)OC1=CC=CC=C1)[N+](=O)[O-] (phenyl 4-chloro-3-nitrobenzenesulfonate), N[C@@H](CCC(=O)O)C(=O)O (L-glutamic acid). The product is O(C1=CC=CC=C1)S(=O)(=O)C=1C=C2NC(C3N(C2=CC1)C(CC3)=O)=O (7-Phenoxysulfonyl-3,3a-dihydropyrrolo[1,2-a]quinoxaline-1,4(2H,5H)-dione). Reaction SMILES: Cl[C:2]1[CH:7]=[CH:6][C:5]([S:8]([O:11][C:12]2[CH:17]=[CH:16][CH:15]=[CH:14][CH:13]=2)(=[O:10])=[O:9])=[CH:4][C:3]=1[N+:18]([O-])=O.[NH2:21][C@H:22]([C:28]([OH:30])=O)[CH2:23][CH2:24][C:25](O)=[O:26]>>[O:11]([S:8]([C:5]1[CH:4]=[C:3]2[C:2](=[CH:7][CH:6]=1)[N:21]1[C:25](=[O:26])[CH2:24][CH2:23][CH:22]1[C:28](=[O:30])[NH:18]2)(=[O:10])=[O:9])[C:12]1[CH:17]=[CH:16][CH:15]=[CH:14][CH:13]=1.